Dataset: the Open Reaction Database (ORD), a public repository of structured organic reaction records. Task: describe an organic reaction: reactants, conditions, products, and yield Procedure: The desired tetrachlorobenzoyl chloride is prepared by reacting the tetrachlorobenzoic acid with thionyl chloride. A six fold molar excess of thionyl chloride is slowly added to the acid. This mixture is heated to reflux and held at this temperature for 1.25 hours. The solution is then cooled and the excess thionyl chloride vacuum distilled off. The solution is further distilled under vacuum to yield the pure tetrachlorobenzoyl chloride in 92-93% yield. The reactants are ClC=1C(=C(C(=C(C(=O)O)C1)Cl)Cl)Cl (tetrachlorobenzoic acid), S(=O)(Cl)Cl (thionyl chloride), S(=O)(Cl)Cl (thionyl chloride). Product: ClC=1C(=C(C(=C(C(=O)Cl)C1)Cl)Cl)Cl (tetrachlorobenzoyl chloride). Reaction SMILES: [Cl:1][C:2]1[C:3]([Cl:13])=[C:4]([Cl:12])[C:5]([Cl:11])=[C:6]([CH:10]=1)[C:7](O)=[O:8].S(Cl)([Cl:16])=O>>[Cl:1][C:2]1[C:3]([Cl:13])=[C:4]([Cl:12])[C:5]([Cl:11])=[C:6]([CH:10]=1)[C:7]([Cl:16])=[O:8]. Reaction conditions: time 1.25 hour. Reactants: BrC1=CC=C2C(=C(C(C(C2=C1)(C)C)=O)C(=O)N[C@@H](C)C(=O)OC(C)(C)C)O (1,1-Dimethylethyl N-((7-bromo-4-hydroxy-1,1-dimethyl-2-oxo-naphthalen-3-yl)carbonyl)-L-alaninate), C(=O)(C(F)(F)F)O (TFA). The solvent is O (Water). The product is BrC1=CC=C2C(=C(C(C(C2=C1)(C)C)=O)C(=O)N[C@@H](C)C(=O)O)O (N-((7-Bromo-4-hydroxy-1,1-dimethyl-2-oxo-naphthalen-3-yl)carbonyl)-L-alanine). The yield is 55.8%. As a reaction SMILES: [Br:1][C:2]1[CH:11]=[C:10]2[C:5]([C:6]([OH:27])=[C:7]([C:15]([NH:17][C@H:18]([C:20]([O:22]C(C)(C)C)=[O:21])[CH3:19])=[O:16])[C:8](=[O:14])[C:9]2([CH3:13])[CH3:12])=[CH:4][CH:3]=1.C(O)(C(F)(F)F)=O>O>[Br:1][C:2]1[CH:11]=[C:10]2[C:5]([C:6]([OH:27])=[C:7]([C:15]([NH:17][C@H:18]([C:20]([OH:22])=[O:21])[CH3:19])=[O:16])[C:8](=[O:14])[C:9]2([CH3:12])[CH3:13])=[CH:4][CH:3]=1. Procedure details: 1,1-Dimethylethyl N-((7-bromo-4-hydroxy-1,1-dimethyl-2-oxo-naphthalen-3-yl)carbonyl)-L-alaninate (184 mg, 436 μmol) was stirred in TFA (2 mL, 26924 μmol) at room temperature for 30 minutes. Water was added. The resulting precipitate was filtered and washed with water to give the desired product as a white solid (93 mg). MS (m/e)=382.1 (M+H)+. Calculated for C21H19NO5 381.02. Starting materials: C(C)(=O)N1C(C(C2=CC=C(C=C12)C(=O)OC)=C(C1=CC=CC=C1)OCC)=O (1-acetyl-3-(1-ethoxy-1-phenylmethylene)-6-methoxycarbonyl-2-indolinone), NC(=O)CN(C)CC1=CC=C(N)C=C1 (4-((N-aminocarbonylmethyl-N-methyl-amino)-methyl)-aniline). Product: NC(=O)CN(C)CC1=CC=C(N\C(\C2=CC=CC=C2)=C\2/C(NC3=CC(=CC=C23)C(=O)OC)=O)C=C1 (3-Z-[1-(4-((N-aminocarbonylmethyl-N-methyl-amino)-methyl)-anilino)-1-phenyl-methylene]-6-methoxycarbonyl-2-indolinone). RXN SMILES: C([N:4]1[C:12]2[C:7](=[CH:8][CH:9]=[C:10]([C:13]([O:15][CH3:16])=[O:14])[CH:11]=2)[C:6](=[C:17](OCC)[C:18]2[CH:23]=[CH:22][CH:21]=[CH:20][CH:19]=2)[C:5]1=[O:27])(=O)C.[NH2:28][C:29]([CH2:31][N:32]([CH2:34][C:35]1[CH:41]=[CH:40][C:38]([NH2:39])=[CH:37][CH:36]=1)[CH3:33])=[O:30]>>[NH2:28][C:29]([CH2:31][N:32]([CH2:34][C:35]1[CH:36]=[CH:37][C:38]([NH:39]/[C:17](=[C:6]2\[C:5](=[O:27])[NH:4][C:12]3[C:7]\2=[CH:8][CH:9]=[C:10]([C:13]([O:15][CH3:16])=[O:14])[CH:11]=3)/[C:18]2[CH:19]=[CH:20][CH:21]=[CH:22][CH:23]=2)=[CH:40][CH:41]=1)[CH3:33])=[O:30]. Procedure details: Prepared from 1-acetyl-3-(1-ethoxy-1-phenylmethylene)-6-methoxycarbonyl-2-indolinone and 4-((N-aminocarbonylmethyl-N-methyl-amino)-methyl)-aniline Rf value: 0.5 (silica gel, methylene chloride/methanol=9:1) C27H26N4O4 Starting materials: Cc1ccc2c(c1)c1c(n2CC#Cc2ccccn2)CCN(C)C1, CO, [H][H]. Yields the product Cc1ccc2c(c1)c1c(n2CCCc2ccccn2)CCN(C)C1. RXN SMILES: [CH3:1][N:2]1[CH2:3][c:4]2[c:5]([n:6]([CH2:14][C:15]#[C:16][c:17]3[n:18][cH:19][cH:20][cH:21][cH:22]3)[c:7]3[cH:8][cH:9][c:10]([CH3:13])[cH:11][c:12]23)[CH2:23][CH2:24]1.[CH3:27][OH:28].[H:25][H:26]>>[CH3:1][N:2]1[CH2:3][c:4]2[c:5]([n:6]([CH2:14][CH2:15][CH2:16][c:17]3[n:18][cH:19][cH:20][cH:21][cH:22]3)[c:7]3[cH:8][cH:9][c:10]([CH3:13])[cH:11][c:12]23)[CH2:23][CH2:24]1. Reactants: N#Cc1cnc2ccc([N+](=O)[O-])cc2c1Nc1ccc(Br)cc1, CCO. The product is N#Cc1cnc2ccc(N)cc2c1Nc1ccc(Br)cc1. As a reaction SMILES: [Br:1][c:2]1[cH:3][cH:4][c:5]([NH:8][c:9]2[c:10]([C:22]#[N:23])[cH:11][n:12][c:13]3[cH:14][cH:15][c:16]([N+:19]([O-:20])=[O:21])[cH:17][c:18]23)[cH:6][cH:7]1.[CH3:24][CH2:25][OH:26]>>[Br:1][c:2]1[cH:3][cH:4][c:5]([NH:8][c:9]2[c:10]([C:22]#[N:23])[cH:11][n:12][c:13]3[cH:14][cH:15][c:16]([NH2:19])[cH:17][c:18]23)[cH:6][cH:7]1. Reactants: FC1=C(C=C(C(=C1)F)F)[C@@H]1[C@H](CN(CC1)C(=O)OC(C)(C)C)C(=O)OC (1-tert-Butyl 3-methyl (3R,4S)-4-(2,4,5-trifluorophenyl)piperidine-1,3-dicarboxylate), [OH-].[Li+] (lithium hydroxide). Solvent: O1CCCC1.CO (tetrahydrofuran methanol). Conditions: time 16 hour. Yields the product C(C)(C)(C)OC(=O)N1C[C@@H]([C@H](CC1)C1=C(C=C(C(=C1)F)F)F)C(=O)O ((3R,4S)-1-(tert-Butoxycarbonyl)-4-(2,4,5-trifluorophenyl)piperidine-3-carboxylic Acid). As a reaction SMILES: [F:1][C:2]1[CH:7]=[C:6]([F:8])[C:5]([F:9])=[CH:4][C:3]=1[C@H:10]1[CH2:15][CH2:14][N:13]([C:16]([O:18][C:19]([CH3:22])([CH3:21])[CH3:20])=[O:17])[CH2:12][C@@H:11]1[C:23]([O:25]C)=[O:24].[OH-].[Li+]>O1CCCC1.CO>[C:19]([O:18][C:16]([N:13]1[CH2:14][CH2:15][C@H:10]([C:3]2[CH:4]=[C:5]([F:9])[C:6]([F:8])=[CH:7][C:2]=2[F:1])[C@@H:11]([C:23]([OH:25])=[O:24])[CH2:12]1)=[O:17])([CH3:22])([CH3:20])[CH3:21] |f:1.2,3.4|. Procedure: To 3.3 g (15 mmol) of the product of Step B in 200 mL of 3:1 tetrahydrofuran/methanol was added 50 mL (50 mmol) of 1N aqueous lithium hydroxide solution and the resulting solution was stirred at ambient temperature for 16 h, then concentrated and acidified with 100 mL of 1N aqueous hydrochloric acid. The resulting mixture was extracted with three 100-mL portions of ethyl acetate, and the organic phases combined and washed sequentially with 1N hydrochloric acid and saturated aqueous brine (100 mL... Reactants: Br, CO, Nc1ccc2c(c1)C(=O)Nc1ccccc1N2, N=C(Sc1ccccc1)c1cccs1. Product: Br, N=C(Nc1ccc2c(c1)C(=O)Nc1ccccc1N2)c1cccs1. As a reaction SMILES: [BrH:18].[CH3:33][OH:34].[NH2:1][c:2]1[cH:3][c:4]2[c:5]([cH:16][cH:17]1)[NH:6][c:7]1[c:8]([cH:12][cH:13][cH:14][cH:15]1)[NH:9][C:10]2=[O:11].[c:19]1([S:20][C:26](=[NH:27])[c:28]2[s:29][cH:30][cH:31][cH:32]2)[cH:21][cH:22][cH:23][cH:24][cH:25]1>>[BrH:18].[NH:1]([c:2]1[cH:3][c:4]2[c:5]([cH:16][cH:17]1)[NH:6][c:7]1[c:8]([cH:12][cH:13][cH:14][cH:15]1)[NH:9][C:10]2=[O:11])[C:26](=[NH:27])[c:28]1[s:29][cH:30][cH:31][cH:32]1.